This data is from the Open Reaction Database (ORD), a public repository of structured organic reaction records. The task is: describe an organic reaction: reactants, conditions, products, and yield Reactants: product, ( d ), CC(=O)OCC1=C(N2[C@@H]([C@@H](C2=O)N)SC1)C(=O)O (7-aminocephalosporanic acid), C(Cl)(Cl)Cl (chloroform). Solvent: C(C)N(CC)CC (triethylamine). Product: O=C1CC2SCC=C(N12)C(=O)O (8-oxo-5-thia-1-azabicyclo[4.2.0]oct-2-ene-2-carboxylic acid). RXN SMILES: CC(OC[C:6]1[CH2:15][S:14][C@@H:9]2[C@H:10](N)[C:11](=[O:12])[N:8]2[C:7]=1[C:16]([OH:18])=[O:17])=O.C(Cl)(Cl)Cl>C(N(CC)CC)C>[O:12]=[C:11]1[N:8]2[CH:9]([S:14][CH2:15][CH:6]=[C:7]2[C:16]([OH:18])=[O:17])[CH2:10]1. Procedure details: By treating 4 g. of the product of Example 1 (c) with 4.5 g. of 7-aminocephalosporanic acid which has been dissolved in 100 ml. of anhydrous chloroform with 6 ml. of triethylamine according to the procedure of Example 1 (d), 2.8 g. of 3-[(acetyloxy)methyl]-7β-[[(4,5-dihydro-5-oxo-1,2,4-oxadiazol-3-yl)phenyl-acetyl[amino[-8-oxo-5-thia-1-azabicyclo[4.2.0]oct-2-ene-2-carboxylic acid is obtained which decomposes between 95° and 100°. The reactants are O=C([O-])O, COc1cc2c(cc1CCN1CCC(n3ccc4ccc(C(N)=O)cc43)CC1)C(=O)CCCO2, CC(=O)[O-], CO, ClC(Cl)Cl, Cl, [Na+], [Na+], [Na+], CON, C1CCOC1, [OH-]. Product: CON=C1CCCOc2cc(OC)c(CCN3CCC(n4ccc5ccc(C(N)=O)cc54)CC3)cc21. RXN SMILES: [C:46](=[O:47])([OH:48])[O-:49].[CH3:1][O:2][c:3]1[c:4]([CH2:15][CH2:16][N:17]2[CH2:18][CH2:19][CH:20]([n:23]3[cH:24][cH:25][c:26]4[cH:27][cH:28][c:29]([C:32](=[O:33])[NH2:34])[cH:30][c:31]34)[CH2:21][CH2:22]2)[cH:5][c:6]2[c:7]([cH:14]1)[O:8][CH2:9][CH2:10][CH2:11][C:12]2=[O:13].[CH3:40][C:41](=[O:42])[O-:43].[CH3:60][OH:61].[CH:51]([Cl:52])([Cl:53])[Cl:54].[ClH:35].[Na+:39].[Na+:45].[Na+:50].[O:36]([CH3:37])[NH2:38].[O:55]1[CH2:56][CH2:57][CH2:58][CH2:59]1.[OH-:44]>>[CH3:1][O:2][c:3]1[c:4]([CH2:15][CH2:16][N:17]2[CH2:18][CH2:19][CH:20]([n:23]3[cH:24][cH:25][c:26]4[cH:27][cH:28][c:29]([C:32](=[O:33])[NH2:34])[cH:30][c:31]34)[CH2:21][CH2:22]2)[cH:5][c:6]2[c:7]([cH:14]1)[O:8][CH2:9][CH2:10][CH2:11][C:12]2=[N:38][O:36][CH3:37].